From a dataset of the Open Reaction Database (ORD), a public repository of structured organic reaction records. describe an organic reaction: reactants, conditions, products, and yield Reactants: C1CCOC1, O=C1NC(=O)c2ccccc21, CCOC(=O)N=NC(=O)OCC, CC(C)(C)OC(=O)NC(CO)Cc1ccccc1C(F)(F)F, c1ccc(P(c2ccccc2)c2ccccc2)cc1. Product: CC(C)(C)OC(=O)NC(Cc1ccccc1C(F)(F)F)CN1C(=O)c2ccccc2C1=O. Reaction SMILES: [CH2:65]1[O:66][CH2:67][CH2:68][CH2:69]1.[O:42]=[C:43]1[NH:44][C:45](=[O:46])[c:47]2[cH:48][cH:49][cH:50][cH:51][c:52]21.[O:53]=[C:54]([O:55][CH2:56][CH3:57])[N:58]=[N:59][C:60]([O:61][CH2:62][CH3:63])=[O:64].[OH:1][CH2:2][CH:3]([CH2:4][c:5]1[c:6]([C:11]([F:12])([F:13])[F:14])[cH:7][cH:8][cH:9][cH:10]1)[NH:15][C:16]([O:17][C:18]([CH3:19])([CH3:20])[CH3:21])=[O:22].[c:23]1([P:24]([c:25]2[cH:26][cH:27][cH:28][cH:29][cH:30]2)[c:31]2[cH:32][cH:33][cH:34][cH:35][cH:36]2)[cH:37][cH:38][cH:39][cH:40][cH:41]1>>[CH2:2]([CH:3]([CH2:4][c:5]1[c:6]([C:11]([F:12])([F:13])[F:14])[cH:7][cH:8][cH:9][cH:10]1)[NH:15][C:16]([O:17][C:18]([CH3:19])([CH3:20])[CH3:21])=[O:22])[N:44]1[C:43](=[O:42])[c:52]2[c:47]([cH:48][cH:49][cH:50][cH:51]2)[C:45]1=[O:46]. Reactants: ClC1=CC=C(C=C1)C=CCCCC(=O)O (6-(p-chlorophenyl)hex-5-enoic acid). Reagents/catalysts: [Pd] (Pd/C). Run in C(C)(=O)OCC (ethyl acetate). Conditions: time 20 hour. The product is ClC1=CC=C(C=C1)CCCCCC(=O)O (6-(p-Chlorophenyl)hexanoic acid). Reaction SMILES: [Cl:1][C:2]1[CH:7]=[CH:6][C:5]([CH:8]=[CH:9][CH2:10][CH2:11][CH2:12][C:13]([OH:15])=[O:14])=[CH:4][CH:3]=1>[Pd].C(OCC)(=O)C>[Cl:1][C:2]1[CH:3]=[CH:4][C:5]([CH2:8][CH2:9][CH2:10][CH2:11][CH2:12][C:13]([OH:15])=[O:14])=[CH:6][CH:7]=1. Procedure details: A mixture of 49.3 g (0.219 mole) of 6-(p-chlorophenyl)hex-5-enoic acid, 3.0 g of 10% Pd/C, and 300 ml of ethyl acetate was hydrogenated at 45 psi and room temperature for 20 hours. The catalyst was removed by filtration through a Celite pad, and the filtrate concentrated to give 21.3 g (43%) of V as an oil, which was used without further purification.